From a dataset of the Open Reaction Database (ORD), a public repository of structured organic reaction records. describe an organic reaction: reactants, conditions, products, and yield Reactants: Cc1nc(C)c(-c2ccnc(Nc3cccc(CO)c3)n2)s1, CC#N, ClCCN1CCOCC1. The product is Cc1nc(C)c(-c2ccnc(Nc3cccc(COCCN4CCOCC4)c3)n2)s1. RXN SMILES: [CH3:1][c:2]1[s:3][c:4](-[c:8]2[n:9][c:10]([NH:14][c:15]3[cH:16][c:17]([CH2:21][OH:22])[cH:18][cH:19][cH:20]3)[n:11][cH:12][cH:13]2)[c:5]([CH3:7])[n:6]1.[CH3:32][C:33]#[N:34].[Cl:23][CH2:24][CH2:25][N:26]1[CH2:27][CH2:28][O:29][CH2:30][CH2:31]1>>[CH3:1][c:2]1[s:3][c:4](-[c:8]2[n:9][c:10]([NH:14][c:15]3[cH:16][c:17]([CH2:21][O:22][CH2:24][CH2:25][N:26]4[CH2:27][CH2:28][O:29][CH2:30][CH2:31]4)[cH:18][cH:19][cH:20]3)[n:11][cH:12][cH:13]2)[c:5]([CH3:7])[n:6]1. Starting materials: Cl (HCl), CC1=NC2=C(N1C1C[C@H]3CC[C@@H](C1)N3CCC3(CN(CCO3)C(=O)OC(C)(C)C)C3=CC=CC=C3)C=CC=C2 (tert-butyl 2-{2-[(1R,5S)-3-(2-methyl-1H-benzimidazol-1-yl)-8-azabicyclo[3.2.1]oct-8-yl]ethyl}-2-phenylmorpholine-4-carboxylate), solution, Cl (HCl). Solvent: O1CCOCC1 (dioxane), C(Cl)(Cl)Cl (CHCl3), O1CCOCC1 (dioxane). Run at time 2 hour. Yields the product Cl.Cl.Cl.CC1=NC2=C(N1C1C[C@H]3CC[C@@H](C1)N3CCC3(CNCCO3)C3=CC=CC=C3)C=CC=C2 (2-methyl-1-{(1R,5S)-8-[2-(2-phenylmorpholin-2-yl)ethyl]-8-azabicyclo[3.2.1]oct-3-yl}-1H-benzimidazole trihydrochloride). RXN SMILES: [CH3:1][C:2]1[N:6]([CH:7]2[CH2:13][C@H:12]3[N:14]([CH2:15][CH2:16][C:17]4([C:30]5[CH:35]=[CH:34][CH:33]=[CH:32][CH:31]=5)[O:22][CH2:21][CH2:20][N:19](C(OC(C)(C)C)=O)[CH2:18]4)[C@H:9]([CH2:10][CH2:11]3)[CH2:8]2)[C:5]2[CH:36]=[CH:37][CH:38]=[CH:39][C:4]=2[N:3]=1.[ClH:40]>C(Cl)(Cl)Cl.O1CCOCC1>[ClH:40].[ClH:40].[ClH:40].[CH3:1][C:2]1[N:6]([CH:7]2[CH2:8][C@H:9]3[N:14]([CH2:15][CH2:16][C:17]4([C:30]5[CH:35]=[CH:34][CH:33]=[CH:32][CH:31]=5)[O:22][CH2:21][CH2:20][NH:19][CH2:18]4)[C@H:12]([CH2:11][CH2:10]3)[CH2:13]2)[C:5]2[CH:36]=[CH:37][CH:38]=[CH:39][C:4]=2[N:3]=1 |f:4.5.6.7|. Reported procedure: To a solution of tert-butyl 2-{2-[(1R,5S)-3-(2-methyl-1H-benzimidazol-1-yl)-8-azabicyclo[3.2.1]oct-8-yl]ethyl}-2-phenylmorpholine-4-carboxylate (330 mg, 0.62 mmol) in 5 mL CHCl3 was added 0.8 mL of a solution of 4N HCl in dioxane. After stirring at room temperature for 2 h, another 3 mL 4N HCl in dioxane was added and the mixture was heated at 40° C. for 90 min. The solution was then evaporated and dried in vacuo to provide 2-methyl-1-{(1R,5S)-8-[2-(2-phenylmorpholin-2-yl)ethyl]-8-azabicyclo[3.2... Yields the product CCCC(c1ccc(C(=O)OC(C)(C)C)cc1)C(O)c1ccc(Cl)cc1. As a reaction SMILES: [BH4-:1].[CH3:29][OH:30].[Cl:3][c:4]1[cH:5][cH:6][c:7]([C:8](=[O:9])[CH:10]([CH2:11][CH2:12][CH3:13])[c:14]2[cH:15][cH:16][c:17]([C:18](=[O:19])[O:20][C:21]([CH3:22])([CH3:23])[CH3:24])[cH:25][cH:26]2)[cH:27][cH:28]1.[Na+:2]>>[Cl:3][c:4]1[cH:5][cH:6][c:7]([CH:8]([OH:9])[CH:10]([CH2:11][CH2:12][CH3:13])[c:14]2[cH:15][cH:16][c:17]([C:18](=[O:19])[O:20][C:21]([CH3:22])([CH3:23])[CH3:24])[cH:25][cH:26]2)[cH:27][cH:28]1. Starting materials: [BH4-], CO, CCCC(C(=O)c1ccc(Cl)cc1)c1ccc(C(=O)OC(C)(C)C)cc1, [Na+]. The yield is 31.0%. RXN SMILES: C(C(CCCCCCCCCCCC)CN=[C:14]([C:16]1[C:25]2[C:24]([C:26]([OH:28])=[O:27])=[C:23]([Br:29])[C:22]([Br:30])=[C:21]([C:31]([OH:33])=[O:32])[C:20]=2[C:19]([C:34](=[N:36][CH2:37][CH:38](CCCCCCCCCC)CCCCCCCCCCCC)[OH:35])=[C:18]([Br:61])[C:17]=1[Br:62])[OH:15])CCCCCCCCC.[CH2:75]([CH:81]([CH2:85][CH2:86][CH2:87][CH2:88][CH2:89][CH2:90][CH2:91][CH3:92])[CH2:82][CH2:83][NH2:84])[CH2:76][CH2:77][CH2:78][CH2:79][CH3:80]>>[CH2:75]([CH:81]([CH2:85][CH2:86][CH2:87][CH2:88][CH2:89][CH2:90][CH2:91][CH3:92])[CH2:82][CH2:83][N:84]=[C:14]([C:16]1[C:25]2[C:24]([C:26]([OH:28])=[O:27])=[C:23]([Br:29])[C:22]([Br:30])=[C:21]([C:31]([OH:33])=[O:32])[C:20]=2[C:19]([C:34](=[N:36][CH2:37][CH2:38][CH:81]([CH2:75][CH2:76][CH2:77][CH2:78][CH2:79][CH3:80])[CH2:85][CH2:86][CH2:87][CH2:88][CH2:89][CH2:90][CH2:91][CH3:92])[OH:35])=[C:18]([Br:61])[C:17]=1[Br:62])[OH:15])[CH2:76][CH2:77][CH2:78][CH2:79][CH3:80]. The reactants are C(CCCCCCCCC)C(CN=C(O)C1=C(C(=C(C=2C(=C(C(=C(C12)C(=O)O)Br)Br)C(=O)O)C(O)=NCC(CCCCCCCCCCCC)CCCCCCCCCC)Br)Br)CCCCCCCCCCCC (N,N′-di(2-decyltetradecyl)-2,3,6,7-tetrabromonaphthalene-1,4,5,8-tetracarboxylic acid diimide), C(CCCCC)C(CCN)CCCCCCCC (3-hexylundecyl amine). Product: C(CCCCC)C(CCN=C(O)C1=C(C(=C(C=2C(=C(C(=C(C12)C(=O)O)Br)Br)C(=O)O)C(O)=NCCC(CCCCCCCC)CCCCCC)Br)Br)CCCCCCCC (N,N′-di(3-hexylundecyl)-2,3,6,7-tetrabromonaphthalene-1,4,5,8-tetracarboxylic acid diimide). Procedure details: The same synthetic method for compound 22 was used except using 3-hexylundecyl amine instead of 2-decyltetradecyl amine, and the yield was 31% (calculated based on TBNDA as a starting material). RXN SMILES: [C:1]([O:5][C:6]([N:8]1[CH2:13][CH2:12][C:11]2[S:14][C:15]([C:17]([NH:19][CH2:20][CH2:21][C:22]3[CH:34]=[CH:33][C:25]([O:26][CH2:27][C:28]([O:30]CC)=[O:29])=[CH:24][CH:23]=3)=[O:18])=[CH:16][C:10]=2[CH2:9]1)=[O:7])([CH3:4])([CH3:3])[CH3:2].[OH-].[Na+]>C(O)C>[C:1]([O:5][C:6]([N:8]1[CH2:13][CH2:12][C:11]2[S:14][C:15]([C:17]([NH:19][CH2:20][CH2:21][C:22]3[CH:23]=[CH:24][C:25]([O:26][CH2:27][C:28]([OH:30])=[O:29])=[CH:33][CH:34]=3)=[O:18])=[CH:16][C:10]=2[CH2:9]1)=[O:7])([CH3:4])([CH3:2])[CH3:3] |f:1.2|. Isolated yield 90.8%. Run in C(C)O (ethanol). The product is C(C)(C)(C)OC(=O)N1CC2=C(CC1)SC(=C2)C(=O)NCCC2=CC=C(OCC(=O)O)C=C2 (4-[2-[[(5-t-butoxycarbonyl-4,5,6,7-tetrahydrothieno[3,2 -c]pyridin-2 -yl)carbonyl]amino]ethyl]phenoxyacetic acid). The reactants are C(C)(C)(C)OC(=O)N1CC2=C(CC1)SC(=C2)C(=O)NCCC2=CC=C(OCC(=O)OCC)C=C2 (Ethyl 4-[2-[[(5-t-butoxycarbonyl-4,5,6,7-tetrahydrothieno[3,2-c]pyridin-2-yl)carbonyl]amino]ethyl]phenoxyacetate), [OH-].[Na+] (sodium hydroxide). Procedure details: To the solution of the compound prepared in (a) (250 mg) in ethanol was added 1N sodium hydroxide (2.6 ml), and the mixture was stirred under ice-cooling for 3 hours. After the reaction mixture was concentrated under reduced pressure, ethyl acetate and water were added. The mixture was acidified with 1N hydrochloric acid. The organic layer was washed with water, dried over anhydrous magnesium sulfate and concentrated under reduced pressure to give 214 mg of 4-[2-[[(5-t-butoxycarbonyl-4,5,6,7-tet... The reactants are C(C1=CC=CC=C1)OC1=CC=C(C=C1)CC(C(=O)OCC)OC1=CC=C(C=C1)Cl (ethyl 3-(4-benzyloxyphenyl)-2-(4-chlorophenoxy)propionate), Br (hydrogen bromide), C([O-])([O-])=O.[K+].[K+] (potassium carbonate). The solvent is C(C)(=O)O (acetic acid). The product is ClC1=CC=C(OC(C(=O)OCC)CC2=CC=C(C=C2)O)C=C1 (Ethyl 2-(4-chlorophenoxy)-3-(4-hydroxyphenyl)propionate). Yield: 82.3%. RXN SMILES: C([O:8][C:9]1[CH:14]=[CH:13][C:12]([CH2:15][CH:16]([O:22][C:23]2[CH:28]=[CH:27][C:26]([Cl:29])=[CH:25][CH:24]=2)[C:17]([O:19][CH2:20][CH3:21])=[O:18])=[CH:11][CH:10]=1)C1C=CC=CC=1.Br.C(=O)([O-])[O-].[K+].[K+]>C(O)(=O)C>[Cl:29][C:26]1[CH:27]=[CH:28][C:23]([O:22][CH:16]([CH2:15][C:12]2[CH:11]=[CH:10][C:9]([OH:8])=[CH:14][CH:13]=2)[C:17]([O:19][CH2:20][CH3:21])=[O:18])=[CH:24][CH:25]=1 |f:2.3.4|. Reported procedure: In a similar manner to that described in Reference example 37(b), a reaction was carried out using ethyl 3-(4-benzyloxyphenyl)-2-(4-chlorophenoxy)propionate (5.99 g), which is the product of Reference example 38(a), a solution of hydrogen bromide in acetic acid (25%, 60 ml) and potassium carbonate (4.68 g) and the reaction mixture was treated to afford the desired compound (3.85 g) as colorless crystals. As a reaction SMILES: [CH3:16][CH:17]([OH:18])[CH3:19].[CH3:1][C:2]([CH3:3])([O-:4])[CH3:5].[CH3:7][C:8](=[O:9])[c:10]1[cH:11][cH:12][cH:13][cH:14][cH:15]1.[K+:6]>>[CH3:7][CH:8]([OH:9])[c:10]1[cH:11][cH:12][cH:13][cH:14][cH:15]1. Starting materials: CC(C)O, CC(C)(C)[O-], CC(=O)c1ccccc1, [K+]. The product is CC(O)c1ccccc1.